Dataset: the Open Reaction Database (ORD), a public repository of structured organic reaction records. Task: describe an organic reaction: reactants, conditions, products, and yield Starting materials: CC(Oc1nc(Br)cnc1N)c1c(F)ccc(F)c1Cl, CC1(C)OB(c2cccc(C(=O)O)c2)OC1(C)C. Yields the product CC(Oc1nc(-c2cccc(C(=O)O)c2)cnc1N)c1c(F)ccc(F)c1Cl. As a reaction SMILES: [Br:1][c:2]1[n:3][c:4]([O:9][CH:10]([CH3:11])[c:12]2[c:13]([Cl:20])[c:14]([F:19])[cH:15][cH:16][c:17]2[F:18])[c:5]([NH2:8])[n:6][cH:7]1.[CH3:21][C:22]1([CH3:23])[C:24]([CH3:25])([CH3:26])[O:27][B:28]([c:29]2[cH:30][c:31]([C:32](=[O:33])[OH:34])[cH:35][cH:36][cH:37]2)[O:38]1>>[c:2]1(-[c:29]2[cH:30][c:31]([C:32](=[O:33])[OH:34])[cH:35][cH:36][cH:37]2)[n:3][c:4]([O:9][CH:10]([CH3:11])[c:12]2[c:13]([Cl:20])[c:14]([F:19])[cH:15][cH:16][c:17]2[F:18])[c:5]([NH2:8])[n:6][cH:7]1.